The task is: describe an organic reaction: reactants, conditions, products, and yield. This data is from the Open Reaction Database (ORD), a public repository of structured organic reaction records. The reactants are Nc1ccc(Br)cn1, CC#N, O=C=NC(=O)c1c(F)cccc1Cl. Product: O=C(NC(=O)c1c(F)cccc1Cl)Nc1ccc(Br)cn1. Reaction SMILES: [Br:1][c:2]1[cH:3][cH:4][c:5]([NH2:8])[n:6][cH:7]1.[CH3:22][C:23]#[N:24].[Cl:9][c:10]1[c:11]([C:12](=[O:13])[N:14]=[C:15]=[O:16])[c:17]([F:21])[cH:18][cH:19][cH:20]1>>[Br:1][c:2]1[cH:3][cH:4][c:5]([NH:8][C:15]([NH:14][C:12]([c:11]2[c:10]([Cl:9])[cH:20][cH:19][cH:18][c:17]2[F:21])=[O:13])=[O:16])[n:6][cH:7]1. Reactants: O=S(Cl)Cl (SOCl2), OC1=CC=CC2=C1C[C@H]1N(CC[C@@]2(C1(C)C)C)C(=O)[C@H]1CC[C@H](CC1)C(=O)O (cis-4-[(2R,6S)-10-hydroxy-6,11,11-trimethyl-1,2,5,6-tetrahydro-4H-2,6-methano-benzo[d]azocine-3-carbonyl]-cyclohexane carboxylic acid). Solvent: C(C)(C)(C)O (tert-butanol). Conditions: temperature -10 celsius, time 8 hour. Product: C(C)(C)(C)C=1C=CC2=C(C[C@H]3N(CC[C@@]2(C3(C)C)C)C(=O)[C@H]3CC[C@H](CC3)C(=O)O)C1O (cis-4-[(2R,6S)-9-tert-Butyl-10-hydroxy-6,11,11-trimethyl-1,2,5,6-tetrahydro-4H-2,6-methano-benzo[d]azocine-3-carbonyl]-cyclohexanecarboxylic acid). Reaction SMILES: O=S(Cl)Cl.[OH:5][C:6]1[C:11]2[CH2:12][C@@H:13]3[C:18]([CH3:20])([CH3:19])[C@:17]([CH3:21])([C:10]=2[CH:9]=[CH:8][CH:7]=1)[CH2:16][CH2:15][N:14]3[C:22]([C@@H:24]1[CH2:29][CH2:28][C@H:27]([C:30]([OH:32])=[O:31])[CH2:26][CH2:25]1)=[O:23]>C(O)(C)(C)C>[C:10]([C:7]1[CH:8]=[CH:9][C:10]2[C@@:17]3([CH3:21])[C:18]([CH3:20])([CH3:19])[C@H:13]([N:14]([C:22]([C@@H:24]4[CH2:29][CH2:28][C@H:27]([C:30]([OH:32])=[O:31])[CH2:26][CH2:25]4)=[O:23])[CH2:15][CH2:16]3)[CH2:12][C:11]=2[C:6]=1[OH:5])([CH3:17])([CH3:11])[CH3:9]. Procedure: SOCl2 (1 mL) is added dropwise to a solution of cis-4-[(2R,6S)-10-hydroxy-6,11,11-trimethyl-1,2,5,6-tetrahydro-4H-2,6-methano-benzo[d]azocine-3-carbonyl]-cyclohexane carboxylic acid (100 mg) in tert-butanol (5 mL) cooled to −10° C. Then, the cooling bath is removed and the resulting solution is stirred at ambient temperature overnight before another portion of SOCl2 (1 mL) is added. After stirring for additional 12 h more SOCl2 (2 mL) is added and the solution is heated to 50° C. The solution is... Starting materials: C(C1=CC=CC=C1)N1N=C2C=C(C=CC2=C1)C=1C=C(N2N=CN=C(C21)N)C2=CC=C(C=C2)CBr (5-(2-benzyl-2H-indazol-6-yl)-7-(4-bromomethyl-phenyl)-pyrrolo[2,1-f][1,2,4]triazin-4-ylamine), C(C)N1CCNCC1 (1-ethyl-piperazine). Yields the product C(C1=CC=CC=C1)N1N=C2C=C(C=CC2=C1)C=1C=C(N2N=CN=C(C21)N)C2=CC=C(C=C2)CN2CCN(CC2)CC (5-(2-Benzyl-2H-indazol-6-yl)-7-[4-(4-ethyl-piperazin-1-ylmethyl)-phenyl]-pyrrolo[2,1-f][1,2,4]triazin-4-ylamine). Yield: 1.2%. As a reaction SMILES: [CH2:1]([N:8]1[CH:16]=[C:15]2[C:10]([CH:11]=[C:12]([C:17]3[CH:18]=[C:19]([C:27]4[CH:32]=[CH:31][C:30]([CH2:33]Br)=[CH:29][CH:28]=4)[N:20]4[C:25]=3[C:24]([NH2:26])=[N:23][CH:22]=[N:21]4)[CH:13]=[CH:14]2)=[N:9]1)[C:2]1[CH:7]=[CH:6][CH:5]=[CH:4][CH:3]=1.[CH2:35]([N:37]1[CH2:42][CH2:41][NH:40][CH2:39][CH2:38]1)[CH3:36]>>[CH2:1]([N:8]1[CH:16]=[C:15]2[C:10]([CH:11]=[C:12]([C:17]3[CH:18]=[C:19]([C:27]4[CH:32]=[CH:31][C:30]([CH2:33][N:40]5[CH2:41][CH2:42][N:37]([CH2:35][CH3:36])[CH2:38][CH2:39]5)=[CH:29][CH:28]=4)[N:20]4[C:25]=3[C:24]([NH2:26])=[N:23][CH:22]=[N:21]4)[CH:13]=[CH:14]2)=[N:9]1)[C:2]1[CH:7]=[CH:6][CH:5]=[CH:4][CH:3]=1. Reported procedure: Using a procedure similar to that of Example 282, step 2, with 5-(2-benzyl-2H-indazol-6-yl)-7-(4-bromomethyl-phenyl)-pyrrolo[2,1-f][1,2,4]triazin-4-ylamine and 1-ethyl-piperazine as starting materials, 3.4 mg (1.2%) of the desired product was isolated. 1H NMR (300 MHz, DMSO-d6) δ 8.80 (s, 1 H), 8.05 (d, 2 H), 8.00 (s, 1 H), 7.90 (d, 1 H), 7.70 (s, 1 H), 7.60-7.40 (m, 7 H), 7.25 (d, 1 H), 7.20 (s, 1 H), 5.70 (s, 2 H), 3.50 (s, 2 H), 2.40-2.20 (m, 10), 1.0 (t, 3 H); ES-MS m/z 543.01 [M+H]+, HPLC R... The reactants are [Si](C)(C)(C(C)(C)C)OCC=1C=C(C=CC1OC)C1(NN1)C(F)(F)F (3-[3-(tert-butyldimethylsilanyloxymethyl)-4-methoxyphenyl]-3-trifluoromethyldiaziridine), Ag2O. The solvent is CCOCC (ether). Conditions: time 24 hour. Product: [Si](C)(C)(C(C)(C)C)OCC=1C=C(C=CC1OC)C1(N=N1)C(F)(F)F (3-[3-(tert-Butyldimethylsilanyloxymethyl)-4-methoxyphenyl]-3-trifluoromethyl-3H -diazirine). The yield is 94.3%. As a reaction SMILES: [Si:1]([O:8][CH2:9][C:10]1[CH:11]=[C:12]([C:18]2([C:21]([F:24])([F:23])[F:22])[NH:20][NH:19]2)[CH:13]=[CH:14][C:15]=1[O:16][CH3:17])([C:4]([CH3:7])([CH3:6])[CH3:5])([CH3:3])[CH3:2]>CCOCC>[Si:1]([O:8][CH2:9][C:10]1[CH:11]=[C:12]([C:18]2([C:21]([F:22])([F:23])[F:24])[N:19]=[N:20]2)[CH:13]=[CH:14][C:15]=1[O:16][CH3:17])([C:4]([CH3:7])([CH3:5])[CH3:6])([CH3:3])[CH3:2]. Reported procedure: A mixture of 3-[3-(tert-butyldimethylsilanyloxymethyl)-4-methoxyphenyl]-3-trifluoromethyldiaziridine (200 mg, 0.55 mmol) and freshly prepared Ag2O(255 mg, 1.1 mmol) in ether (3 ml) was stirred for 24 h. The solid was filtered, washed with ether, and the filtrate evaporated in vacuo. The resulting residue was purified by chromatography (SiO2, 10% ether/petrol) to give the title compound (187 mg, 94%) as a colourless oil. Yields the product OC(CC1=CC=NC=C1)C (4-(2'-hydroxypropyl)-pyridine). The reactants are O=C(CC1=CC=NC=C1)C (4-(2'-oxopropyl)-pyridine), [BH4-].[Na+] (sodium borohydride), O (water), C(C)(=O)OCC (ethyl acetate). Reaction SMILES: [O:1]=[C:2]([CH3:10])[CH2:3][C:4]1[CH:9]=[CH:8][N:7]=[CH:6][CH:5]=1.[BH4-].[Na+].C(OCC)(=O)C.O>CO>[OH:1][CH:2]([CH3:10])[CH2:3][C:4]1[CH:9]=[CH:8][N:7]=[CH:6][CH:5]=1 |f:1.2|. Reaction conditions: time 2 hour. Solvent: CO (methanol). Procedure: To a stirred solution of 4-(2'-oxopropyl)-pyridine (13.7 g) in methanol (135 ml), sodium borohydride (3.0 g) was added in portions. After stirring for 2 hours, the mixture was taken to dryness in vacuo. The residue was distributed between ethyl acetate and a minimum of water sufficient to dissolve inorganic salts. The organic phase was dried and evaporated to yield 4-(2'-hydroxypropyl)-pyridine as a colourless oil. The oil was dissolved in acetic acid (100 ml) and hydrogenated in the presence of... The reagents and catalysts are C=1C=CC(=CC1)/C=C/C(=O)/C=C/C2=CC=CC=C2.C=1C=CC(=CC1)/C=C/C(=O)/C=C/C2=CC=CC=C2.C=1C=CC(=CC1)/C=C/C(=O)/C=C/C2=CC=CC=C2.[Pd].[Pd] (tris(dibenzylideneacetone)dipalladium(0)), F[B-](F)(F)F.C(CCC)P(CCCC)CCCC (tri-n-butylphosphine tetrafluoroborate). The product is Cl.C(C)N1N=C(C(=C1)CN1CCN(CC1)C1=NC=CN=C1C1=CC=C(CNC(C)=O)C=C1)C (N-{4-[4-(1-Ethyl-3-methyl-1H-pyrazol-4-ylmethyl)-3,4,5,6-tetrahydro-2H-[1,2′]bipyrazinyl-3′-yl]-benzyl}-acetamide hydrochloride). The solvent is O1CCCC1 (tetrahydrofuran), O (water), CO (methanol), C([O-])(O)=O.[Na+] (sodium bicarbonate). Procedure details: Dissolve 3′-chloro-4-(1-ethyl-3-methyl-1H-pyrazol-4-ylmethyl)-3,4,5,6-tetrahydro-2H-[1,2′]bipyrazinyl (0.204 g, 0.636 mmol) in tetrahydrofuran (1.75 mL) and water (0.9 mL). Add potassium carbonate (0.193 g, 1.40 mmol) then 4-acetamidomethylbenzeneboronic acid (0.172 g, 0.890 mmol) and degas with nitrogen for 15 min. Add tri-n-butylphosphine tetrafluoroborate (7.4 mg, 0.0254 mmol) and tris(dibenzylideneacetone)dipalladium(0) (12 mg, 0.0127 mmol) and reflux for 20 hr. Cool to room temperature then... Reactants: ClC=1C(=NC=CN1)N1CCN(CC1)CC=1C(=NN(C1)CC)C (3′-chloro-4-(1-ethyl-3-methyl-1H-pyrazol-4-ylmethyl)-3,4,5,6-tetrahydro-2H-[1,2′]bipyrazinyl), [Cl-].[NH4+] (ammonium chloride), C([O-])([O-])=O.[K+].[K+] (potassium carbonate), C(C)(=O)NCC1=CC=C(C=C1)B(O)O (4-acetamidomethylbenzeneboronic acid). The yield is 57.5%. As a reaction SMILES: [Cl:1][C:2]1[C:3]([N:8]2[CH2:13][CH2:12][N:11]([CH2:14][C:15]3[C:16]([CH3:22])=[N:17][N:18]([CH2:20][CH3:21])[CH:19]=3)[CH2:10][CH2:9]2)=[N:4][CH:5]=[CH:6][N:7]=1.C(=O)([O-])[O-].[K+].[K+].[C:29]([NH:32][CH2:33][C:34]1[CH:39]=[CH:38][C:37](B(O)O)=[CH:36][CH:35]=1)(=[O:31])[CH3:30].[Cl-].[NH4+]>O1CCCC1.O.C(=O)(O)[O-].[Na+].CO.C1C=CC(/C=C/C(/C=C/C2C=CC=CC=2)=O)=CC=1.C1C=CC(/C=C/C(/C=C/C2C=CC=CC=2)=O)=CC=1.C1C=CC(/C=C/C(/C=C/C2C=CC=CC=2)=O)=CC=1.[Pd].[Pd].F[B-](F)(F)F.C(P(CCCC)CCCC)CCC>[ClH:1].[CH2:20]([N:18]1[CH:19]=[C:15]([CH2:14][N:11]2[CH2:12][CH2:13][N:8]([C:3]3[C:2]([C:37]4[CH:38]=[CH:39][C:34]([CH2:33][NH:32][C:29](=[O:31])[CH3:30])=[CH:35][CH:36]=4)=[N:7][CH:6]=[CH:5][N:4]=3)[CH2:9][CH2:10]2)[C:16]([CH3:22])=[N:17]1)[CH3:21] |f:1.2.3,5.6,9.10,12.13.14.15.16,17.18,19.20|. Starting materials: CO, Cc1ncc(C=O)cn1, O. The product is Cc1ncc(CO)cn1. Reaction SMILES: [CH3:11][OH:12].[CH3:1][c:2]1[n:3][cH:4][c:5]([CH:8]=[O:9])[cH:6][n:7]1.[OH2:10]>>[CH3:1][c:2]1[n:3][cH:4][c:5]([CH2:8][OH:9])[cH:6][n:7]1.